From a dataset of the Open Reaction Database (ORD), a public repository of structured organic reaction records. describe an organic reaction: reactants, conditions, products, and yield Starting materials: CCCCCCCCCCCCCCOc1ccc(C(=O)Nc2cccc(CBr)c2)cc1, Cc1cncs1, Cc1ccccc1. Product: [Br-], CCCCCCCCCCCCCCOc1ccc(C(=O)Nc2cccc(C[n+]3csc(C)c3)c2)cc1. As a reaction SMILES: [Br:1][CH2:2][c:3]1[cH:4][c:5]([NH:9][C:10]([c:11]2[cH:12][cH:13][c:14]([O:17][CH2:18][CH2:19][CH2:20][CH2:21][CH2:22][CH2:23][CH2:24][CH2:25][CH2:26][CH2:27][CH2:28][CH2:29][CH2:30][CH3:31])[cH:15][cH:16]2)=[O:32])[cH:6][cH:7][cH:8]1.[CH3:33][c:34]1[cH:35][n:36][cH:37][s:38]1.[CH3:39][c:40]1[cH:41][cH:42][cH:43][cH:44][cH:45]1>>[Br-:1].[CH2:2]([c:3]1[cH:4][c:5]([NH:9][C:10]([c:11]2[cH:12][cH:13][c:14]([O:17][CH2:18][CH2:19][CH2:20][CH2:21][CH2:22][CH2:23][CH2:24][CH2:25][CH2:26][CH2:27][CH2:28][CH2:29][CH2:30][CH3:31])[cH:15][cH:16]2)=[O:32])[cH:6][cH:7][cH:8]1)[n+:36]1[cH:35][c:34]([CH3:33])[s:38][cH:37]1. Reactants: FC1=C(C=CC(=C1)F)C1(OC1)C(C)C1=NC=CC=C1 (2-(2,4-Difluorophenyl)-2-(1-[pyridin-2-yl]ethyl)oxirane), [Na].N1N=CN=C1 (1H-1,2,4-triazole sodium salt). Run in CN(C=O)C (N,N-dimethylformamide). Reaction conditions: time 18 hour. Yields the product FC1=C(C=CC(=C1)F)C(CN1N=CN=C1)(C(C)C1=NC=CC=C1)O (2-(2,4-Difluorophenyl)-3 -(pyridin-2-yl)-1-(1H-1,2,4-triazol-1-yl)butan-2-ol). Reaction SMILES: [F:1][C:2]1[CH:7]=[C:6]([F:8])[CH:5]=[CH:4][C:3]=1[C:9]1([CH:12]([C:14]2[CH:19]=[CH:18][CH:17]=[CH:16][N:15]=2)[CH3:13])[CH2:11][O:10]1.[Na].[NH:21]1[CH:25]=[N:24][CH:23]=[N:22]1>CN(C)C=O>[F:1][C:2]1[CH:7]=[C:6]([F:8])[CH:5]=[CH:4][C:3]=1[C:9]([OH:10])([CH:12]([C:14]1[CH:19]=[CH:18][CH:17]=[CH:16][N:15]=1)[CH3:13])[CH2:11][N:21]1[CH:25]=[N:24][CH:23]=[N:22]1 |f:1.2,^1:19|. Reported procedure: A mixture of the product of part (i) (2.20 g) and 1H-1,2,4-triazole sodium salt (1.53 g) in N,N-dimethylformamide (15 ml) was heated at 60° with stirring for 18 hours and then evaporated. Water (50 ml) was added and the mixture was extracted with ethyl acetate (3×50 ml). The combined extracts were dried (Na2SO4), evaporated and the residue was chromatographed on silica gel. Elution with ethyl acetate first gave, after combination and evaporation of appropriate fractions, the title compound, dias... The reactants are C([O-])([O-])=O.[Li+].[Li+] (lithium carbonate), C[C@@H]1NCC[C@@]1(O)CCC ((2S,3S)-2-methyl-3-propylpyrrolidin-3-ol), FC1=C(C#N)C=CC(=C1)F (2,4-difluorobenzonitrile). The product is FC1=C(C#N)C=CC(=C1)N1[C@H]([C@@](CC1)(CCC)O)C (2-fluoro-4-[(2S,3S)-3-hydroxy-2-methyl-3-propylpyrrolidin-1-yl]benzonitrile), oil. The yield is 83.0%. As a reaction SMILES: [CH3:1][C@H:2]1[C@@:6]([CH2:8][CH2:9][CH3:10])([OH:7])[CH2:5][CH2:4][NH:3]1.[F:11][C:12]1[CH:19]=[C:18](F)[CH:17]=[CH:16][C:13]=1[C:14]#[N:15].C(=O)([O-])[O-].[Li+].[Li+]>>[F:11][C:12]1[CH:19]=[C:18]([N:3]2[CH2:4][CH2:5][C@@:6]([OH:7])([CH2:8][CH2:9][CH3:10])[C@@H:2]2[CH3:1])[CH:17]=[CH:16][C:13]=1[C:14]#[N:15] |f:2.3.4|. Procedure details: By an operation in the same manner as in Example 1 and using (2S,3S)-2-methyl-3-propylpyrrolidin-3-ol 0.5 oxalate (250 mg), 2,4-difluorobenzonitrile (367 mg) and lithium carbonate (195 mg), the title compound was obtained as colorless oil (yield: 287 mg, yield: 83%). Reaction SMILES: [Cl:1][c:2]1[n:3][c:4]([NH:12][c:13]2[c:14]([O:28][CH3:29])[cH:15][c:16]([CH2:17][P:18]([O:19][CH2:20][CH3:21])([O:22][CH2:23][CH3:24])=[O:25])[cH:26][cH:27]2)[n:5][cH:6][c:7]1[C:8]([F:9])([F:10])[F:11].[NH2:30][c:31]1[cH:32][cH:33][c:34]([CH:42]2[CH2:43][CH2:44][CH:45]([N:48]3[CH2:49][CH2:50][N:51]([CH3:54])[CH2:52][CH2:53]3)[CH2:46][CH2:47]2)[c:35]2[c:39]1[C:38](=[O:40])[N:37]([CH3:41])[CH2:36]2>>[c:2]1([NH:30][c:31]2[cH:32][cH:33][c:34]([CH:42]3[CH2:43][CH2:44][CH:45]([N:48]4[CH2:49][CH2:50][N:51]([CH3:54])[CH2:52][CH2:53]4)[CH2:46][CH2:47]3)[c:35]3[c:39]2[C:38](=[O:40])[N:37]([CH3:41])[CH2:36]3)[n:3][c:4]([NH:12][c:13]2[c:14]([O:28][CH3:29])[cH:15][c:16]([CH2:17][P:18]([O:19][CH2:20][CH3:21])([O:22][CH2:23][CH3:24])=[O:25])[cH:26][cH:27]2)[n:5][cH:6][c:7]1[C:8]([F:9])([F:10])[F:11]. The product is CCOP(=O)(Cc1ccc(Nc2ncc(C(F)(F)F)c(Nc3ccc(C4CCC(N5CCN(C)CC5)CC4)c4c3C(=O)N(C)C4)n2)c(OC)c1)OCC. The reactants are CCOP(=O)(Cc1ccc(Nc2ncc(C(F)(F)F)c(Cl)n2)c(OC)c1)OCC, CN1CCN(C2CCC(c3ccc(N)c4c3CN(C)C4=O)CC2)CC1. Reactants: [N+](=O)([O-])C1=C(C=CC=C1)S (2-nitrothiophenol), ClCN1C(CCC1)=O (N-chloromethyl-2-pyrrolidone), NC1=CC=CC=C1 (aniline). Product: C(CCC)SC1=C(N)C=CC=C1 (2-Butylmercaptoaniline), desired product. As a reaction SMILES: [N+:1]([C:4]1[CH:9]=[CH:8][CH:7]=[CH:6][C:5]=1[SH:10])([O-])=O.N[C:12]1[CH:17]=CC=[CH:14][CH:13]=1.ClCN1CCCC1=O>>[CH2:17]([S:10][C:5]1[CH:6]=[CH:7][CH:8]=[CH:9][C:4]=1[NH2:1])[CH2:12][CH2:13][CH3:14]. Reported procedure: 2-Butylmercaptoaniline was prepared from -2-nitrothiophenol by a two-step reaction sequence consisting of alkylation followed by reduction. The aniline then was condensed with N-chloromethyl-2-pyrrolidone to yield the desired product. The solvent is C(CCCC)O.CN(C)C=O (pentanol DMF). Procedure details: 3.5 g (0.0135 mol) of 1-[1-(4-nitrophenyl)pyrrolidin-3-yl]-1H-imidazole were heated to 100° C. in 12 ml of a pentanol/DMF mixture (50/50). 1 g (0.005 mol) of dibromopropane was added. The reaction medium was heated at 115° C. for 17 hours. The precipitate was filtered off while hot and washed with pentanol and then with ether. After draining by suction and drying the precipitate, 3.4 g of yellow powder (4) were obtained. 33% yield. Reaction SMILES: [N+:1]([C:4]1[CH:9]=[CH:8][C:7]([N:10]2[CH2:14][CH2:13][CH:12]([N:15]3[CH:19]=[CH:18][N:17]=[CH:16]3)[CH2:11]2)=[CH:6][CH:5]=1)([O-:3])=[O:2].[Br:20][C:21](Br)([CH3:23])[CH3:22]>C(O)CCCC.CN(C=O)C>[Br-:20].[Br-:20].[N+:1]([C:4]1[CH:9]=[CH:8][C:7]([N:10]2[CH2:14][CH2:13][CH:12]([N+:15]3[CH:19]=[CH:18][N:17]([CH2:22][CH2:21][CH2:23][N+:17]4[CH:18]=[CH:19][N:15]([CH:12]5[CH2:13][CH2:14][N:10]([C:7]6[CH:6]=[CH:5][C:4]([N+:1]([O-:3])=[O:2])=[CH:9][CH:8]=6)[CH2:11]5)[CH:16]=4)[CH:16]=3)[CH2:11]2)=[CH:6][CH:5]=1)([O-:3])=[O:2] |f:2.3,4.5.6|. Reaction conditions: temperature 115 celsius. Starting materials: [N+](=O)([O-])C1=CC=C(C=C1)N1CC(CC1)N1C=NC=C1 (1-[1-(4-nitrophenyl)pyrrolidin-3-yl]-1H-imidazole), BrC(C)(C)Br (dibromopropane). Yields the product [Br-].[Br-].[N+](=O)([O-])C1=CC=C(C=C1)N1CC(CC1)[N+]1=CN(C=C1)CCC[N+]1=CN(C=C1)C1CN(CC1)C1=CC=C(C=C1)[N+](=O)[O-] (3-[1-(4-nitrophenyl)pyrrolidin-3-yl]-1-(3-{1-[1-(4-nitrophenyl)pyrrolidin-3-yl]-1H-imidazol-3-ium-3-yl}propyl)-1H-imidazol-3-ium dibromide). Isolated yield 189.3%. The reactants are CC=1C=C(C=CC1)C(=O)NC1=CC=C(C=C1)[C@H]1[C@@H](C1)NC(OC(C)(C)C)=O (tert-Butyl [trans-2-(4-{[(3-methylphenyl)carbonyl]amino}phenyl)cyclopropyl]carbamate), Cl.C(C)(=O)OCC (hydrochloric acid ethyl acetate). Conditions: time 2 hour. Yields the product Cl.N[C@H]1[C@@H](C1)C1=CC=C(C=C1)NC(C1=CC(=CC=C1)C)=O (N-[4-(trans-2-aminocyclopropyl)phenyl]-3-methylbenzamide hydrochloride). Reaction SMILES: [CH3:1][C:2]1[CH:3]=[C:4]([C:8]([NH:10][C:11]2[CH:16]=[CH:15][C:14]([C@@H:17]3[CH2:19][C@H:18]3[NH:20]C(=O)OC(C)(C)C)=[CH:13][CH:12]=2)=[O:9])[CH:5]=[CH:6][CH:7]=1.[ClH:28].C(OCC)(=O)C>>[ClH:28].[NH2:20][C@@H:18]1[CH2:19][C@H:17]1[C:14]1[CH:13]=[CH:12][C:11]([NH:10][C:8](=[O:9])[C:4]2[CH:5]=[CH:6][CH:7]=[C:2]([CH3:1])[CH:3]=2)=[CH:16][CH:15]=1 |f:1.2,3.4|. Procedure: tert-Butyl [trans-2-(4-{[(3-methylphenyl)carbonyl]amino}phenyl)cyclopropyl]carbamate (141 mg) was dissolved in 4N hydrochloric acid/ethyl acetate solution (2 mL). The mixture was stirred at room temperature for 2 hr and the solvent was evaporated under reduced pressure to give the title compound (51.6 mg).